Dataset: the Open Reaction Database (ORD), a public repository of structured organic reaction records. Task: describe an organic reaction: reactants, conditions, products, and yield The reactants are CCOc1nc(C(C)(C)C)ncc1C1=NC(C)(c2ccc(Cl)cc2)C(C)(c2ccc(Cl)cc2)N1C(=O)Cl, OCCOCCN1CCNCC1. Yields the product CCOc1nc(C(C)(C)C)ncc1C1=NC(C)(c2ccc(Cl)cc2)C(C)(c2ccc(Cl)cc2)N1C(=O)N1CCN(CCOCCO)CC1. Reaction SMILES: [C:1]([CH3:2])([CH3:3])([CH3:4])[c:5]1[n:6][cH:7][c:8]([C:14]2=[N:18][C:17]([CH3:19])([c:20]3[cH:21][cH:22][c:23]([Cl:26])[cH:24][cH:25]3)[C:16]([CH3:27])([c:28]3[cH:29][cH:30][c:31]([Cl:34])[cH:32][cH:33]3)[N:15]2[C:35](=[O:36])[Cl:37])[c:9]([O:11][CH2:12][CH3:13])[n:10]1.[OH:38][CH2:39][CH2:40][O:41][CH2:42][CH2:43][N:44]1[CH2:45][CH2:46][NH:47][CH2:48][CH2:49]1>>[C:1]([CH3:2])([CH3:3])([CH3:4])[c:5]1[n:6][cH:7][c:8]([C:14]2=[N:18][C:17]([CH3:19])([c:20]3[cH:21][cH:22][c:23]([Cl:26])[cH:24][cH:25]3)[C:16]([CH3:27])([c:28]3[cH:29][cH:30][c:31]([Cl:34])[cH:32][cH:33]3)[N:15]2[C:35](=[O:36])[N:47]2[CH2:46][CH2:45][N:44]([CH2:43][CH2:42][O:41][CH2:40][CH2:39][OH:38])[CH2:49][CH2:48]2)[c:9]([O:11][CH2:12][CH3:13])[n:10]1. Starting materials: CCOC(=O)Cn1c(C)cc2cc(OCc3sc(-c4ccc(C(F)(F)F)cc4)nc3C)ccc21, [Li+], [OH-]. The product is Cc1nc(-c2ccc(C(F)(F)F)cc2)sc1COc1ccc2c(c1)cc(C)n2CC(=O)O. RXN SMILES: [CH2:1]([CH3:2])[O:3][C:4]([CH2:5][n:6]1[c:7]([CH3:33])[cH:8][c:9]2[cH:10][c:11]([O:15][CH2:16][c:17]3[c:18]([CH3:32])[n:19][c:20](-[c:22]4[cH:23][cH:24][c:25]([C:28]([F:29])([F:30])[F:31])[cH:26][cH:27]4)[s:21]3)[cH:12][cH:13][c:14]12)=[O:34].[Li+:36].[OH-:35]>>[O:3]=[C:4]([CH2:5][n:6]1[c:7]([CH3:33])[cH:8][c:9]2[cH:10][c:11]([O:15][CH2:16][c:17]3[c:18]([CH3:32])[n:19][c:20](-[c:22]4[cH:23][cH:24][c:25]([C:28]([F:29])([F:30])[F:31])[cH:26][cH:27]4)[s:21]3)[cH:12][cH:13][c:14]12)[OH:34]. The reactants are C([O-])([O-])=O.[Na+].[Na+] (sodium carbonate), C(C1=CC=NC=C1)(=O)O (isonicotinic acid), ice, S(O)(O)(=O)=O (sulfuric acid). Run in CO (methanol). Run at time 8 hour. The product is C(C1=CC=NC=C1)(=O)OC (methyl isonicotinate). Isolated yield 71.8%. Reaction SMILES: [C:1]([OH:9])(=[O:8])[C:2]1[CH:7]=[CH:6][N:5]=[CH:4][CH:3]=1.S(=O)(=O)(O)O.[C:15](=O)([O-])[O-].[Na+].[Na+]>CO>[C:1]([O:9][CH3:15])(=[O:8])[C:2]1[CH:7]=[CH:6][N:5]=[CH:4][CH:3]=1 |f:2.3.4|. Reported procedure: A suspension of 100 g of isonicotinic acid (0.812 mol) in 250 ml of methanol was stirred and cooled to 10°. To this mixture was added dropwise 125 ml of sulfuric acid during 15 min. keeping the temperature below 20°. The reaction mixture was allowed to come to room temperature and then heated under reflux for 4.5 hr. After standing overnight it was poured onto 1 kg of ice and made alkaline with 235 g of sodium carbonate. The solid was filtered off, washed with water and with ether, and discarded... The reactants are ClC1=NC2=C(N(C1=O)C)N=CC=C2 (2-chloro-4-methyl-pyrido(2,3-b)pyrazine-3-one), C(NN)(=O)OC (methyl carbazate), C1=CC=C(C=C1)C2=CC=CC=C2.C1=CC=C(C=C1)OC2=CC=CC=C2 (Dowtherm A). Run at temperature 80 celsius, time 20 minute. The product is CN1C(C=2N(C3=C1N=CC=C3)C(NN2)=O)=O (5-Methyl-pyrido(2,3-e)(1,2,4)triazolo(4,3-a)pyrazine-1,4-(2H,5H)dione). Reaction SMILES: Cl[C:2]1[C:7](=[O:8])[N:6]([CH3:9])[C:5]2[N:10]=[CH:11][CH:12]=[CH:13][C:4]=2[N:3]=1.[C:14](OC)(=[O:17])[NH:15][NH2:16].C1C=CC(C2C=CC=CC=2)=CC=1.C1C=CC(OC2C=CC=CC=2)=CC=1>>[CH3:9][N:6]1[C:5]2[N:10]=[CH:11][CH:12]=[CH:13][C:4]=2[N:3]2[C:14](=[O:17])[NH:15][N:16]=[C:2]2[C:7]1=[O:8] |f:2.3|. Procedure details: A mixture of 7.5 g. of 2-chloro-4-methyl-pyrido(2,3-b)pyrazine-3-one, and 4 g. of methyl carbazate in 200 ml. of Dowtherm A was stirred and heated at 80° C. for 1 hour and then at 230° C. for 20 minutes.